Dataset: the Open Reaction Database (ORD), a public repository of structured organic reaction records. Task: describe an organic reaction: reactants, conditions, products, and yield Starting materials: O1C(=CC=C1)CO (2-furanmethanol), Cl.CNO (N-methylhydroxylamine hydrochloride), C=O (formaldehyde). The solvent is O (water), C([O-])(O)=O.[Na+] (sodium bicarbonate). Run at time 4 hour. Yields the product ON(C)CC1=CC=C(O1)CO (5-[[Hydroxy(methyl)amino]methyl]-2-furanmethanol). As a reaction SMILES: [O:1]1[CH:5]=[CH:4][CH:3]=[C:2]1[CH2:6][OH:7].Cl.[CH3:9][NH:10][OH:11].[CH2:12]=O>O.C(=O)(O)[O-].[Na+]>[OH:11][N:10]([CH2:12][C:5]1[O:1][C:2]([CH2:6][OH:7])=[CH:3][CH:4]=1)[CH3:9] |f:1.2,5.6|. Procedure: A mixture of 2-furanmethanol (14.7 g), N-methylhydroxylamine hydrochloride (13.8 g) and aqueous formaldehyde (36%, 18 ml) was stirred at 0° hr and at room temperature for 4 hr. The solution was diluted with water (100 ml), excess sodium bicarbonate added and the solution extracted with ethyl acetate (4×100 ml). The combined ethyl acetate extracts were dried (sodium sulphate), filtered and the filtrate evaporated to give an oil which was distilled (6×10-1 mm/200°-210°) to give the title compound ... Starting materials: ice water, ClCC1=NC2=CC3=C(C=C2C(=N1)C1=CC2=C(C=C1)OCO2)OCO3 (2-chloromethyl-6,7-methylenedioxy-4-(3,4-methylenedioxy-phenyl)quinazoline), C(C)(=O)[O-].[Na+] (sodium acetate), [Na+].[I-] (NaI). Run in CC(=O)C (acetone). Product: ICC1=NC2=CC3=C(C=C2C(=N1)C1=CC2=C(C=C1)OCO2)OCO3 (2-Iodomethyl-6,7-methylenedioxy-4-(3,4-methylenedioxyphenyl)quinazoline). Reaction SMILES: Cl[CH2:2][C:3]1[N:12]=[C:11]([C:13]2[CH:18]=[CH:17][C:16]3[O:19][CH2:20][O:21][C:15]=3[CH:14]=2)[C:10]2[C:5](=[CH:6][C:7]3[O:24][CH2:23][O:22][C:8]=3[CH:9]=2)[N:4]=1.C([O-])(=O)C.[Na+].[Na+].[I-:31]>CC(C)=O>[I:31][CH2:2][C:3]1[N:12]=[C:11]([C:13]2[CH:18]=[CH:17][C:16]3[O:19][CH2:20][O:21][C:15]=3[CH:14]=2)[C:10]2[C:5](=[CH:6][C:7]3[O:24][CH2:23][O:22][C:8]=3[CH:9]=2)[N:4]=1 |f:1.2,3.4|. Reported procedure: A suspension of 2-chloromethyl-6,7-methylenedioxy-4-(3,4-methylenedioxy-phenyl)quinazoline (159 mg, 0.5 mmol) and sodium acetate (82 mg, 1 mmol) in acetone (7 mL) was treated with NaI (90 mg, (0.6 mmol). The mixture was refluxed for 2 h, and then it was poured into ice-water. The precipitated solid was collected by filtration, washed with water, and dried. The crude product was crystallized from EtOAc-hexane to give the title compound as yellow rods (105 mg); mp 155-160° C.; 1H NMR (CDCl3) 7.36 ... Starting materials: ClC1=CC=C(C=C1)N(C([O-])=O)C1=NC=CC(=C1)C(F)(F)F (4-chlorophenyl[4-(trifluoromethyl)pyridin-2-yl]carbamate), O1CCOCC1 (1,4-dioxane), NC1=C(C=C(C=C1)C=1C=C(N2N=CN=C(C21)N)CN2CCOCCC2)F (5-(4-amino-3-fluorophenyl)-7-(1,4-oxazepan-4-ylmethyl)pyrrolo[2,1-f][1,2,4]triazin-4-amine), C(C)(C)NC(C)C (N,N-diisopropylamine). Run at temperature 80 celsius. Product: NC1=NC=NN2C1=C(C=C2CN2CCOCCC2)C2=CC(=C(C=C2)NC(=O)NC2=[N+](C=CC(=C2)C(F)(F)F)[O-])F (1-{4-[4-amino-7-(1,4-oxazepan-4-ylmethyl)pyrrolo[2,1-f][1,2,4]triazin-5-yl]-2-fluorophenyl}-3-[1-oxido-4-(trifluoromethyl)pyridin-2-yl]urea). Yield: 24.0%. RXN SMILES: ClC1C=CC([N:8]([C:12]2[CH:17]=[C:16]([C:18]([F:21])([F:20])[F:19])[CH:15]=[CH:14][N:13]=2)[C:9](=O)[O-:10])=CC=1.[NH2:22][C:23]1[CH:28]=[CH:27][C:26]([C:29]2[CH:30]=[C:31]([CH2:39][N:40]3[CH2:46][CH2:45][CH2:44][O:43][CH2:42][CH2:41]3)[N:32]3[C:37]=2[C:36]([NH2:38])=[N:35][CH:34]=[N:33]3)=[CH:25][C:24]=1[F:47].C(NC(C)C)(C)C.[O:55]1CCOCC1>>[NH2:38][C:36]1[C:37]2=[C:29]([C:26]3[CH:27]=[CH:28][C:23]([NH:22][C:9]([NH:8][C:12]4[CH:17]=[C:16]([C:18]([F:21])([F:20])[F:19])[CH:15]=[CH:14][N+:13]=4[O-:55])=[O:10])=[C:24]([F:47])[CH:25]=3)[CH:30]=[C:31]([CH2:39][N:40]3[CH2:46][CH2:45][CH2:44][O:43][CH2:42][CH2:41]3)[N:32]2[N:33]=[CH:34][N:35]=1. Reported procedure: 4-chlorophenyl[4-(trifluoromethyl)pyridin-2-yl]carbamate (35 mg, 0.098 mmol) and 5-(4-amino-3-fluorophenyl)-7-(1,4-oxazepan-4-ylmethyl)pyrrolo[2,1-f][1,2,4]triazin-4-amine (36 mg, 0.11 mmol) were combined in 1,4-dioxane (1 mL) and treated with N,N-diisopropylamine (34 mL, 0.20 mmol). The reaction was heated to 80° C. overnight. The reaction was then concentrated and purified over silica (0-20%, MeOH/CH2Cl2) to yield an orange solid (13 mg, 24%). 1H-NMR (DMSO-d6) 10.83 (d, J=5.1 Hz, 1 H), 10.09 (... The reactants are CC(C)(C)c1ccccc1, Cl, COC(=O)c1sccc1N, O=S(=O)(Cl)Cl, c1ccncc1. Yields the product COC(=O)c1sccc1NS(=O)(=O)c1ccc(C(C)(C)C)cc1. As a reaction SMILES: [C:16]([CH3:17])([CH3:18])([CH3:19])[c:20]1[cH:21][cH:22][cH:23][cH:24][cH:25]1.[ClH:32].[NH2:1][c:2]1[c:3]([C:7](=[O:8])[O:9][CH3:10])[s:4][cH:5][cH:6]1.[S:11](=[O:12])(=[O:13])([Cl:14])[Cl:15].[cH:26]1[cH:27][cH:28][n:29][cH:30][cH:31]1>>[NH:1]([c:2]1[c:3]([C:7](=[O:8])[O:9][CH3:10])[s:4][cH:5][cH:6]1)[S:11](=[O:12])(=[O:13])[c:23]1[cH:22][cH:21][c:20]([C:16]([CH3:17])([CH3:18])[CH3:19])[cH:25][cH:24]1. The reactants are CC1=NC(=NO1)C1=CC=C(N)C=C1 (4-(5-Methyl-1,2,4-oxadiazol-3-yl)aniline), C(C)(=O)OC(C)=O (acetic anhydride), [N+](=O)(O)[O-] (HNO3). Run at temperature 10 celsius, time 10 minute. The product is CC1=NC(=NO1)C1=CC(=C(C=C1)NC(C)=O)[N+](=O)[O-] (N-[4-(5-Methyl-[1,2,4]oxadiazol-3-yl)-2-nitro-phenyl]-acetamide). Reaction SMILES: [CH3:1][C:2]1[O:6][N:5]=[C:4]([C:7]2[CH:13]=[CH:12][C:10]([NH2:11])=[CH:9][CH:8]=2)[N:3]=1.[C:14]([O:17]C(=O)C)(=O)[CH3:15].[N+:21]([O-])([OH:23])=[O:22]>>[CH3:1][C:2]1[O:6][N:5]=[C:4]([C:7]2[CH:13]=[CH:12][C:10]([NH:11][C:14](=[O:17])[CH3:15])=[C:9]([N+:21]([O-:23])=[O:22])[CH:8]=2)[N:3]=1. Procedure details: 4-(5-Methyl-1,2,4-oxadiazol-3-yl)aniline (500 mg) was added to acetic anhydride (2.1 mL) over 10 min and the mixture was cooled down to 10° C. HNO3 (65% in water, 0.59 mL) was added slowly to keep the temperature of the reaction mixture below 15° C. After the end of the addition, the reaction mixture was allowed to warm to RT over 1 h, was quenched with ice-cold water and stirred for 10 min. The resulting mixture was basified with aq. NH4OH (25%) to pH=12 and extracted with DCM. The phases were ... As a reaction SMILES: [Br:1][c:2]1[c:3]([CH3:9])[cH:4][c:5]([F:8])[cH:6][cH:7]1.[Cl:19][CH2:20][Cl:21].[F:10][B-:11]([F:12])([F:13])[F:14].[O:15]=[N+:16]=[O:17].[OH2:18]>>[Br:1][c:2]1[c:3]([CH3:9])[cH:4][c:5]([F:8])[c:6]([N+:16](=[O:15])[O-:17])[cH:7]1. Yields the product Cc1cc(F)c([N+](=O)[O-])cc1Br. The reactants are Cc1cc(F)ccc1Br, ClCCl, F[B-](F)(F)F, O=[N+]=O, O.